Dataset: the Open Reaction Database (ORD), a public repository of structured organic reaction records. Task: describe an organic reaction: reactants, conditions, products, and yield The reactants are C(C1=CC=CC=C1)OC(=O)N[C@@H]([C@@H](C)C(F)(F)F)C(=O)OCC (ethyl (3R)—N-[(benzyloxy)carbonyl]-4,4,4-trifluorovalinate), [OH-].[Na+] (sodium hydroxide). Run in C1CCOC1 (THF), CO (methanol), O (water). Run at time 1 hour. Product: C(C1=CC=CC=C1)OC(=O)N[C@@H]([C@@H](C)C(F)(F)F)C(=O)O ((3R)—N-[(Benzyloxy)carbonyl]-4,4,4-trifluorovaline). As a reaction SMILES: [CH2:1]([O:8][C:9]([NH:11][C@H:12]([C:19]([O:21]CC)=[O:20])[C@H:13]([C:15]([F:18])([F:17])[F:16])[CH3:14])=[O:10])[C:2]1[CH:7]=[CH:6][CH:5]=[CH:4][CH:3]=1.[OH-].[Na+]>C1COCC1.CO.O>[CH2:1]([O:8][C:9]([NH:11][C@H:12]([C:19]([OH:21])=[O:20])[C@H:13]([C:15]([F:16])([F:17])[F:18])[CH3:14])=[O:10])[C:2]1[CH:3]=[CH:4][CH:5]=[CH:6][CH:7]=1 |f:1.2|. Reported procedure: 2.15 g (6.45 mmol) of ethyl (3R)—N-[(benzyloxy)carbonyl]-4,4,4-trifluorovalinate (diastereomer mixture) were dissolved in a mixture of in each case 8 ml of THF, methanol and water, and 3.87 g (96.8 mmol) of sodium hydroxide were added at 0° C. Ice-cooling was removed and the reaction mixture was stirred at RT for 1 h. The mixture was then added to water, acidified with semiconcentrated hydrochloric acid and extracted with ethyl acetate. The organic phase was washed with sat. sodium chloride solu... Reactants: O=C([O-])[O-], Cc1ccccc1, [Cs+], [Cs+], FC(F)(F)c1ccc(C(F)(F)F)c(Br)c1, CC(=O)[O-], CC(=O)[O-], O, OC1CCNC1, [Pd+2], c1ccc(P(c2ccccc2)c2ccc3ccccc3c2-c2c(P(c3ccccc3)c3ccccc3)ccc3ccccc23)cc1. RXN SMILES: [C:68](=[O:69])([O-:70])[O-:71].[CH3:74][c:75]1[cH:76][cH:77][cH:78][cH:79][cH:80]1.[Cs+:72].[Cs+:73].[F:1][C:2]([c:3]1[c:4]([Br:13])[cH:5][c:6]([C:9]([F:10])([F:11])[F:12])[cH:7][cH:8]1)([F:14])[F:15].[O-:82][C:83]([CH3:84])=[O:85].[O-:86][C:87]([CH3:88])=[O:89].[OH2:90].[OH:16][CH:17]1[CH2:18][NH:19][CH2:20][CH2:21]1.[Pd+2:81].[c:22]1([P:23]([c:24]2[cH:25][cH:26][cH:27][cH:28][cH:29]2)[c:30]2[cH:31][cH:32][c:33]3[c:34]([cH:35][cH:36][cH:37][cH:38]3)[c:39]2-[c:40]2[c:41]3[c:42]([cH:43][cH:44][cH:45][cH:46]3)[cH:47][cH:48][c:49]2[P:50]([c:51]2[cH:52][cH:53][cH:54][cH:55][cH:56]2)[c:57]2[cH:58][cH:59][cH:60][cH:61][cH:62]2)[cH:63][cH:64][cH:65][cH:66][cH:67]1>>[F:1][C:2]([c:3]1[c:4]([N:19]2[CH2:18][CH:17]([OH:16])[CH2:21][CH2:20]2)[cH:5][c:6]([C:9]([F:10])([F:11])[F:12])[cH:7][cH:8]1)([F:14])[F:15]. The product is OC1CCN(c2cc(C(F)(F)F)ccc2C(F)(F)F)C1. Reactants: ClC=1C(=CC2=C(N(C(=N2)C)CC)C1)C(F)(F)F (6-chloro-1-ethyl-2-methyl-5-trifluoromethylbenzimidazole), reddish solid, S(O)(O)(=O)=O (sulfuric acid), [N+](=O)(O)[O-] (nitric acid). Solvent: C(Cl)(Cl)Cl (chloroform). Conditions: temperature 0 celsius, time 6 hour. Product: ClC=1C(=CC2=C(N(C(=N2)C)CC)C1[N+](=O)[O-])C(F)(F)F (6-Chloro-1-ethyl-2-methyl-7-nitro-5-trifluoromethylbenzimidazole). Reaction SMILES: [Cl:1][C:2]1[C:3]([C:14]([F:17])([F:16])[F:15])=[CH:4][C:5]2[N:9]=[C:8]([CH3:10])[N:7]([CH2:11][CH3:12])[C:6]=2[CH:13]=1.S(=O)(=O)(O)O.[N+:23]([O-])([OH:25])=[O:24]>C(Cl)(Cl)Cl>[Cl:1][C:2]1[C:3]([C:14]([F:17])([F:15])[F:16])=[CH:4][C:5]2[N:9]=[C:8]([CH3:10])[N:7]([CH2:11][CH3:12])[C:6]=2[C:13]=1[N+:23]([O-:25])=[O:24]. Reported procedure: To a solution of 11.0g. (0.04 mole) of 6-chloro-1-ethyl-2-methyl-5-trifluoromethylbenzimidazole dissolved in 110 ml. of concentrated sulfuric acid was added 11 ml. of 90% fuming nitric acid while cooling with an ice bath. The addition required 3 hours and the resulting red-brown solution was stirred for 6 hours at 0°C. and then at room temperature for 2.5 days. After pouring onto ice, the product was precipitated by the addition of 350 ml. of concentrated ammonium hydroxide. The crude solid was ... Reactants: C(C)OC(=O)C=1N=C(NC1CCC12CC3CC(CC(C1)C3)C2)C2=C(C=CC=C2)F (5-(2-adamantan-1-yl-ethyl)-2-(2-fluoro-phenyl)-1H-imidazole-4-carboxylic acid ethyl ester), C(C)OC(=O)C=1N=C(NC1CCC12CC3CC(CC(C1)C3)C2)C2=C(C=CC=C2)F (5-(2-adamantan-1-yl-ethyl)-2-(2-fluoro-phenyl)-1H-imidazole-4-carboxylic acid ethyl ester), C(C1=CC=CC=C1)OC(C1=CC(=CC=C1)N)=O (3-amino-benzoic acid benzyl ester). The product is C12(CC3CC(CC(C1)C3)C2)CCC2=C(N=C(N2)C2=C(C=CC=C2)F)C(=O)NC=2C=C(C(=O)O)C=CC2 (3-{[5-(2-Adamantan-1-yl-ethyl)-2-(2-fluoro-phenyl)-1H-imidazole-4-carbonyl]-amino}-benzoic Acid). RXN SMILES: C([O:3][C:4]([C:6]1[N:7]=[C:8]([C:23]2[CH:28]=[CH:27][CH:26]=[CH:25][C:24]=2[F:29])[NH:9][C:10]=1[CH2:11][CH2:12][C:13]12[CH2:22][CH:17]3[CH2:18][CH:19]([CH2:21][CH:15]([CH2:16]3)[CH2:14]1)[CH2:20]2)=O)C.C([O:37][C:38](=[O:46])[C:39]1[CH:44]=[CH:43][CH:42]=[C:41]([NH2:45])[CH:40]=1)C1C=CC=CC=1>>[C:13]12([CH2:12][CH2:11][C:10]3[NH:9][C:8]([C:23]4[CH:28]=[CH:27][CH:26]=[CH:25][C:24]=4[F:29])=[N:7][C:6]=3[C:4]([NH:45][C:41]3[CH:40]=[C:39]([CH:44]=[CH:43][CH:42]=3)[C:38]([OH:37])=[O:46])=[O:3])[CH2:14][CH:15]3[CH2:16][CH:17]([CH2:18][CH:19]([CH2:21]3)[CH2:20]1)[CH2:22]2. Procedure details: 5-Adamantan-1-yl-2,3-dioxo-pentanoic acid ethyl ester monohydrate (Example 44) was reacted with 2-fluorobenzaldehyde according to the procedure of Example 20, step b to produce 5-(2-adamantan-1-yl-ethyl)-2-(2-fluoro-phenyl)-1H-imidazole-4-carboxylic acid ethyl ester. The ester was hydrolyzed according to the procedure of Example 20, step c and the resulting 5-(2-adamantan-1-yl-ethyl)-2-(2-fluoro-phenyl)-1H-imidazole-4-carboxylic acid was reacted with 3-amino-benzoic acid benzyl ester using essen... The reactants are CC(C)(C)O, C=Cc1ccc2occ(CCNC(C)=O)c2c1, [O-][I+3]([O-])([O-])[O-], [Na+], C1COCCO1, O. As a reaction SMILES: [CH3:24][C:25]([OH:26])([CH3:27])[CH3:28].[CH:7](=[CH2:8])[c:9]1[cH:10][cH:11][c:12]2[c:13]([c:14]([CH2:17][CH2:18][NH:19][C:20]([CH3:21])=[O:22])[cH:15][o:16]2)[cH:23]1.[I+3:1]([O-:2])([O-:3])([O-:4])[O-:5].[Na+:6].[O:29]1[CH2:30][CH2:31][O:32][CH2:33][CH2:34]1.[OH2:35]>>[O:2]=[CH:7][c:9]1[cH:10][cH:11][c:12]2[c:13]([c:14]([CH2:17][CH2:18][NH:19][C:20]([CH3:21])=[O:22])[cH:15][o:16]2)[cH:23]1. Product: CC(=O)NCCc1coc2ccc(C=O)cc12. Solvent: C(C)O (ethanol). Reaction SMILES: [OH:1][C:2]1[CH:3]=[CH:4][CH:5]=[C:6]2[C:11]=1[N:10]=[CH:9][CH:8]=[CH:7]2.[CH3:12][O:13][C:14]1[CH:15]=[C:16]([CH:23]=[CH:24][C:25]=1[O:26][CH3:27])[CH:17]=[C:18]([C:21]#[N:22])[C:19]#[N:20].N1CCCCC1>C(O)C>[NH2:22][C:21]1[O:1][C:2]2[C:11]3[N:10]=[CH:9][CH:8]=[CH:7][C:6]=3[CH:5]=[CH:4][C:3]=2[CH:17]([C:16]2[CH:23]=[CH:24][C:25]([O:26][CH3:27])=[C:14]([O:13][CH3:12])[CH:15]=2)[C:18]=1[C:19]#[N:20]. Procedure details: A stirred suspension of 8-hydroxyquinoline (2.90 g) and 3,4-dimethoxy benzylidenemalononitrile(4.28 g) in ethanol (15 ml) was treated with piperidine (1.70 g) and the suspension stirred at room temperature for one hour. This mixture was then heated at reflux for 90 minutes. The red solution was then allowed to cool to room temperature overnight. The precipitated orange solid was filtered off and washed with ethanol and ether and dried in vacuo at 60° C., yielding 2-amino-4-(3,4-dimethoxyphenyl)-... Reactants: OC=1C=CC=C2C=CC=NC12 (8-hydroxyquinoline), COC=1C=C(C=C(C#N)C#N)C=CC1OC (3,4-dimethoxy benzylidenemalononitrile), N1CCCCC1 (piperidine). Reaction conditions: time 1 hour. Yields the product NC1=C(C(C=2C=CC=3C=CC=NC3C2O1)C1=CC(=C(C=C1)OC)OC)C#N (2-amino-4-(3,4-dimethoxyphenyl)-4H-pyrano[3,2-h]quinoline-3-carbonitrile). The reactants are CCC=CC(C=O)(CC)CSc1ccccc1CO, ClCCl, O=[Cr](=O)([O-])Cl, c1cc[nH+]cc1. As a reaction SMILES: [CH2:1]([CH3:2])[C:3]([CH:4]=[O:5])([CH:6]=[CH:7][CH2:8][CH3:9])[CH2:10][S:11][c:12]1[c:13]([CH2:18][OH:19])[cH:14][cH:15][cH:16][cH:17]1.[CH2:31]([Cl:32])[Cl:33].[O:20]=[Cr:21]([Cl:22])([O-:23])=[O:24].[nH+:25]1[cH:26][cH:27][cH:28][cH:29][cH:30]1>>[CH2:1]([CH3:2])[C:3]([CH:4]=[O:5])([CH:6]=[CH:7][CH2:8][CH3:9])[CH2:10][S:11][c:12]1[c:13]([CH:18]=[O:19])[cH:14][cH:15][cH:16][cH:17]1. The product is CCC=CC(C=O)(CC)CSc1ccccc1C=O. The reactants are C(=O)([O-])[O-].[K+].[K+] (K2CO3), FC(C1(OCCO1)C(F)(F)F)F (2-Difluoromethyl-2-trifluoromethyl-1,3-dioxolane), FF (fluorine), FC(C(F)(F)Cl)(Cl)Cl (1,2,2-trifluoroperchloroethane), FF (fluorine), FF (fluorine), crude material. Yields the product FC(C1(OC(C(O1)(F)F)F)C(F)(F)F)F (2-difluoromethyl-2-trifluoromethyl-4,4,5-trifluoro-1,3-dioxolane). RXN SMILES: [F:1][CH:2]([F:12])[C:3]1([C:8]([F:11])([F:10])[F:9])[O:7]CC[O:4]1.FF.C([O-])([O-])=O.[K+].[K+].[F:21][C:22](Cl)(Cl)[C:23](Cl)([F:25])[F:24]>>[F:1][CH:2]([F:12])[C:3]1([C:8]([F:11])([F:10])[F:9])[O:7][C:23]([F:25])([F:24])[CH:22]([F:21])[O:4]1 |f:2.3.4|. Procedure: 2-Difluoromethyl-2-trifluoromethyl-1,3-dioxolane (50 g.) was placed in a 500 ml. flask along with 1,2,2-trifluoroperchloroethane (Freon 113) (425 ml.) and the solution cooled to -20° C. The mixture was fluorinated with 20% fluorine in argon at a fluorine rate of 0.1 mole per hour until about 1.5 moles of fluorine were added. An 8° (Centigrade) exotherm was observed during the reaction. The acidic mixture was stirred over K2CO3 until the vapors above the mixture no longer tested strongly acidic. ... The reactants are NC=1C=C(OC2=C3C(=NC=C2)NC(N3)=O)C=CC1 (7-(3-Aminophenoxy)-1H-imidazo[4,5-b]pyridin-2(3H)-one), C(C)(C)(C)C=1C=C(C(=O)Cl)C=CC1 (3-tert-butylbenzoyl chloride). Product: C(C)(C)(C)C=1C=C(C(=O)NC2=CC(=CC=C2)OC2=C3C(=NC=C2)NC(N3)=O)C=CC1 (3-tert-butyl-N-(3-(2-oxo-2,3-dihydro-1H-imidazo[4,5-b]pyridin-7-yloxy)phenyl)benzamide). The yield is 54.0%. Reaction SMILES: [NH2:1][C:2]1[CH:3]=[C:4]([CH:16]=[CH:17][CH:18]=1)[O:5][C:6]1[CH:11]=[CH:10][N:9]=[C:8]2[NH:12][C:13](=[O:15])[NH:14][C:7]=12.[C:19]([C:23]1[CH:24]=[C:25]([CH:29]=[CH:30][CH:31]=1)[C:26](Cl)=[O:27])([CH3:22])([CH3:21])[CH3:20]>>[C:19]([C:23]1[CH:24]=[C:25]([CH:29]=[CH:30][CH:31]=1)[C:26]([NH:1][C:2]1[CH:18]=[CH:17][CH:16]=[C:4]([O:5][C:6]2[CH:11]=[CH:10][N:9]=[C:8]3[NH:12][C:13](=[O:15])[NH:14][C:7]=23)[CH:3]=1)=[O:27])([CH3:22])([CH3:20])[CH3:21]. Procedure: Method H was used Method H was used with 7-(3-Aminophenoxy)-1H-imidazo[4,5-b]pyridin-2(3H)-one and 3-tert-butylbenzoyl chloride to afford the title compound as a light pink solid (90 mg, 54%). 1H-NMR (δ, ppm, DMSO-d6): 1.32 (s, 9H, tBu), 6.49 (d, 1H, HPy,5, J=5.9 Hz), 6.91 (d, 1H, Harom, J=6.7 Hz), 7.41-7.46 (m, 2H, Harom), 7.62-7.66 (m, 3H, Harom), 7.75 (d, 1H, Harom, J=7.6 Hz), 7.81 (d, 1H, HPy,6, J=5.9 Hz), 7.89 (s, 1H, Harom,), 10.35 (s, 1H, NHamide), 11.26 (s, 1H, NHurea), 11.44 (s, 1H, NHu...